Dataset: the Open Reaction Database (ORD), a public repository of structured organic reaction records. Task: describe an organic reaction: reactants, conditions, products, and yield Starting materials: BrC=1C=C2C[C@H]([C@@H](C2=CC1)N1[C@H](CN(CC1)C1(CCN(CC1)C(=O)OC(C)(C)C)C)C)O (tert-butyl 4-{(3S)-4-[(1R,2R)-5-bromo-2-hydroxy-2,3-dihydro-1H-inden-1-yl]-3-methylpiperazin-1-yl}-4-methylpiperidine-1-carboxylate), [H-].[Na+] (sodium hydride), ICC (iodoethane). Solvent: O1CCCC1 (tetrahydrofuran). Conditions: time 10 minute. Product: BrC=1C=C2C[C@H]([C@@H](C2=CC1)N1[C@H](CN(CC1)C1(CCN(CC1)C(=O)OC(C)(C)C)C)C)OCC (tert-Butyl 4-{(3S)-4-[(1R,2R)-5-Bromo-2-ethoxy-2,3-dihydro-1H-inden-1-yl]-3-methylpiperazin-1-yl}-4-methylpiperidine-1-carboxylate). The yield is 82.7%. As a reaction SMILES: [Br:1][C:2]1[CH:3]=[C:4]2[C:8](=[CH:9][CH:10]=1)[C@@H:7]([N:11]1[CH2:16][CH2:15][N:14]([C:17]3([CH3:30])[CH2:22][CH2:21][N:20]([C:23]([O:25][C:26]([CH3:29])([CH3:28])[CH3:27])=[O:24])[CH2:19][CH2:18]3)[CH2:13][C@@H:12]1[CH3:31])[C@H:6]([OH:32])[CH2:5]2.[H-].[Na+].I[CH2:36][CH3:37]>O1CCCC1>[Br:1][C:2]1[CH:3]=[C:4]2[C:8](=[CH:9][CH:10]=1)[C@@H:7]([N:11]1[CH2:16][CH2:15][N:14]([C:17]3([CH3:30])[CH2:18][CH2:19][N:20]([C:23]([O:25][C:26]([CH3:27])([CH3:29])[CH3:28])=[O:24])[CH2:21][CH2:22]3)[CH2:13][C@@H:12]1[CH3:31])[C@H:6]([O:32][CH2:36][CH3:37])[CH2:5]2 |f:1.2|. Procedure details: To a solution of tert-butyl 4-{(3S)-4-[(1R,2R)-5-bromo-2-hydroxy-2,3-dihydro-1H-inden-1-yl]-3-methylpiperazin-1-yl}-4-methylpiperidine-1-carboxylate (564 mg, 1.1 mmol) in tetrahydrofuran (20.00 mL) was added sodium hydride (448 mg, 17.75 mmol) at room temperature. After stirring for 10 min, iodoethane (1.42 mL, 17.75 mmol) was added. The reaction mixture was stirred at room temperature overnight and quenched with saturated aqueous ammonium chloride solution (20 mL). The organic layer was separat...